The task is: describe an organic reaction: reactants, conditions, products, and yield. This data is from the Open Reaction Database (ORD), a public repository of structured organic reaction records. Starting materials: CCOC(=O)COCC(N)(c1cccc(Br)c1)C(F)(F)F, Cc1ccccc1, O=C(O)C(F)(F)F. Product: O=C1COCC(c2cccc(Br)c2)(C(F)(F)F)N1. RXN SMILES: [CH2:1]([O:3][C:4](=[O:2])[CH2:5][O:6][CH2:7][C:8]([C:9]([F:10])([F:11])[F:12])([c:13]1[cH:14][c:15]([Br:19])[cH:16][cH:17][cH:18]1)[NH2:20])[CH3:21].[CH3:22][c:23]1[cH:24][cH:25][cH:26][cH:27][cH:28]1.[F:29][C:30]([F:31])([F:32])[C:33]([OH:34])=[O:35]>>[O:3]=[C:4]1[CH2:5][O:6][CH2:7][C:8]([C:9]([F:10])([F:11])[F:12])([c:13]2[cH:14][c:15]([Br:19])[cH:16][cH:17][cH:18]2)[NH:20]1. Starting materials: O=C1CCC2=CC(=C(C=C12)OCC=1C=C(C(=O)OC)C=CC1)OCCCCC (Methyl 3-(3-oxo-6-pentyloxyindan-5-yloxymethyl)benzoate), CO (methanol), [OH-].[Na+] (sodium hydroxide), O (water). The solvent is C(Cl)Cl (methylene chloride). Yields the product O=C1CCC2=CC(=C(C=C12)OCC=1C=C(C(=O)O)C=CC1)OCCCCC (3-(3-Oxo-6-pentyloxyindan-5-yloxymethyl)benzoic Acid). Yield: 68.0%. Reaction SMILES: [O:1]=[C:2]1[C:10]2[C:5](=[CH:6][C:7]([O:23][CH2:24][CH2:25][CH2:26][CH2:27][CH3:28])=[C:8]([O:11][CH2:12][C:13]3[CH:14]=[C:15]([CH:20]=[CH:21][CH:22]=3)[C:16]([O:18]C)=[O:17])[CH:9]=2)[CH2:4][CH2:3]1.CO.[OH-].[Na+].O>C(Cl)Cl>[O:1]=[C:2]1[C:10]2[C:5](=[CH:6][C:7]([O:23][CH2:24][CH2:25][CH2:26][CH2:27][CH3:28])=[C:8]([O:11][CH2:12][C:13]3[CH:14]=[C:15]([CH:20]=[CH:21][CH:22]=3)[C:16]([OH:18])=[O:17])[CH:9]=2)[CH2:4][CH2:3]1 |f:2.3|. Reported procedure: A mixture of the compound obtained in Example 3 (2.3 g; 6.01 mmol), methanol (330 ml), sodium hydroxide (0.96 g; 24 mmol) and water (24 ml) is refluxed for 3 hours. The medium is concentrated to dryness. The residue is taken up in water. The basic aqueous phase is washed with ethyl ether and then acidified with 1N HCl. The cream-coloured precipitate formed is dissolved in methylene chloride. The organic phase is washed with water, dried over sodium sulfate and concentrated (1.5 g; 68% yield). Starting materials: N12C[C@H](C(CC1)CC2)NCCN2C=NC1=C2C(=CC=C1)C(=O)[O-].[Li+] (lithium (S)-1-(2-(quinuclidin-3-ylamino)ethyl)-1H-benzo[d]imidazole-7-carboxylate), C(C)(C)N(C(C)C)CC (N,N-diisopropylethylamine), CCCP1(=O)OP(=O)(OP(=O)(O1)CCC)CCC (1-propanephosphonic acid cyclic anhydride). Run in CN(C=O)C (N,N-dimethylformamide). Reaction conditions: time 7 hour. The product is N12C[C@H](C(CC1)CC2)N2CCN1C3=C(C2=O)C=CC=C3N=C1 (6-((S)-quinuclidin-3-yl)-5,6-dihydroimidazo[4,5,1-jk][1,4]benzodiazepin-7(4H)-one). As a reaction SMILES: [N:1]12[CH2:8][CH2:7][CH:4]([CH2:5][CH2:6]1)[C@H:3]([NH:9][CH2:10][CH2:11][N:12]1[C:16]3[C:17]([C:21]([O-])=[O:22])=[CH:18][CH:19]=[CH:20][C:15]=3[N:14]=[CH:13]1)[CH2:2]2.[Li+].C(N(CC)C(C)C)(C)C.CCCP1(OP(CCC)(=O)OP(CCC)(=O)O1)=O>CN(C)C=O>[N:1]12[CH2:8][CH2:7][CH:4]([CH2:5][CH2:6]1)[C@H:3]([N:9]1[C:21](=[O:22])[C:17]3[CH:18]=[CH:19][CH:20]=[C:15]4[N:14]=[CH:13][N:12]([C:16]=34)[CH2:11][CH2:10]1)[CH2:2]2 |f:0.1|. Procedure details: A mixture of lithium (S)-1-(2-(quinuclidin-3-ylamino)ethyl)-1H-benzo[d]imidazole-7-carboxylate (0.2 g, 0.7 mmol) from Step G above, N,N-diisopropylethylamine (0.7 mL, 4.1 mmol), and 1-propanephosphonic acid cyclic anhydride (T3P) (2.1 mL, 3.4 mmol) in N,N-dimethylformamide (10 mL) was stirred at room temperature for 7 h. The crude reaction was concentrated under reduced pressure and then purified by SCX column and preparative thin layer chromatography (90:9:1 methylene chloride/methanol/ammonium... The product is C(=C)OC(=O)ON1C(CCC1=O)=O (N-(Vinyloxycarbonyloxy)-pyrrolidin-2.5-dione). Run at time 18 hour. Reported procedure: To a 500 mL 3-neck round bottom flask fitted with a mechanical stirrer, condenser, nitrogen blanket, dropping funnel, ice-saltwater bath, and thermometer were added 10.0 (87.0 mmol) of N-hydroxy succinimide, 6.9 g (87.0 mmol) of pyridine, and 100 mL tetrahydrofuran was added. To the reaction mixture 9.25 g (87.0 mmol) of vinyl chloroformate was added so that the temperature remained below 10° C. After stirring at room temperature for 18 hours the reaction mixture was washed with 100 mL 2N HCl, a... Starting materials: ClC(=O)OC=C (vinyl chloroformate), 10.0, ON1C(CCC1=O)=O (N-hydroxy succinimide), N1=CC=CC=C1 (pyridine). As a reaction SMILES: [OH:1][N:2]1[C:6](=[O:7])[CH2:5][CH2:4][C:3]1=[O:8].N1C=CC=CC=1.Cl[C:16]([O:18][CH:19]=[CH2:20])=[O:17]>O1CCCC1>[CH:19]([O:18][C:16]([O:1][N:2]1[C:6](=[O:7])[CH2:5][CH2:4][C:3]1=[O:8])=[O:17])=[CH2:20]. Isolated yield 62.1%. Solvent: O1CCCC1 (tetrahydrofuran). Reactants: C1(=CC=CC=C1)[O-].[Na+] (sodium phenolate), ClC(=CC1(CCCC1)CC)Cl (1-(2,2-dichlorovinyl)-1-ethyl-cyclopentane). Run in CN1C(CCC1)=O (N-methylpyrrolidone), C(Cl)Cl (methylene chloride). Run at temperature 210 celsius. Yields the product ClC=C(OC1=CC=CC=C1)C1(CCCC1)CC (1-chloro-2-(1-ethylcyclopentyl)-2-phenoxy-ethylene). The yield is 87.7%. As a reaction SMILES: [C:1]1([O-:7])[CH:6]=[CH:5][CH:4]=[CH:3][CH:2]=1.[Na+].[Cl:9][C:10](Cl)=[CH:11][C:12]1([CH2:17][CH3:18])[CH2:16][CH2:15][CH2:14][CH2:13]1>CN1CCCC1=O.C(Cl)Cl>[Cl:9][CH:10]=[C:11]([C:12]1([CH2:17][CH3:18])[CH2:16][CH2:15][CH2:14][CH2:13]1)[O:7][C:1]1[CH:6]=[CH:5][CH:4]=[CH:3][CH:2]=1 |f:0.1|. Reported procedure: 140 g (4.2 mol) of sodium phenolate in 500 ml of N-methylpyrrolidone were heated to 200° C. 116 g (0.6 mol) of 1-(2,2-dichlorovinyl)-1-ethyl-cyclopentane were added dropwise so slowly that the reaction temperature did not fall below 195° C. The mixture was then stirred for a further hour at 210° C. After the mixture had cooled, it was diluted with methylene chloride and extracted several times by shaking with 2N sodium hydroxide solution. The organic phase, which had been dried over sodium sulph... Reactants: N#CCc1cccc(B(O)O)c1, O=C([O-])[O-], CCO, COCCOC, CC(C)n1nc(I)c2c(N)ncnc21, [Na+], [Na+], c1ccc(P(c2ccccc2)(c2ccccc2)[Pd](P(c2ccccc2)(c2ccccc2)c2ccccc2)(P(c2ccccc2)(c2ccccc2)c2ccccc2)P(c2ccccc2)(c2ccccc2)c2ccccc2)cc1. The product is CC(C)n1nc(-c2cccc(CC#N)c2)c2c(N)ncnc21. As a reaction SMILES: [C:1](#[N:2])[CH2:3][c:4]1[cH:5][c:6]([B:10]([OH:11])[OH:12])[cH:7][cH:8][cH:9]1.[C:27](=[O:28])([O-:29])[O-:30].[CH3:33][CH2:34][OH:35].[CH3:36][O:37][CH2:38][CH2:39][O:40][CH3:41].[I:13][c:14]1[n:15][n:16]([CH:24]([CH3:25])[CH3:26])[c:17]2[n:18][cH:19][n:20][c:21]([NH2:23])[c:22]12.[Na+:31].[Na+:32].[cH:42]1[cH:43][cH:44][c:45]([P:46]([Pd:47]([P:48]([c:49]2[cH:50][cH:51][cH:52][cH:53][cH:54]2)([c:55]2[cH:56][cH:57][cH:58][cH:59][cH:60]2)[c:61]2[cH:62][cH:63][cH:64][cH:65][cH:66]2)([P:67]([c:68]2[cH:69][cH:70][cH:71][cH:72][cH:73]2)([c:74]2[cH:75][cH:76][cH:77][cH:78][cH:79]2)[c:80]2[cH:81][cH:82][cH:83][cH:84][cH:85]2)[P:86]([c:87]2[cH:88][cH:89][cH:90][cH:91][cH:92]2)([c:93]2[cH:94][cH:95][cH:96][cH:97][cH:98]2)[c:99]2[cH:100][cH:101][cH:102][cH:103][cH:104]2)([c:105]2[cH:106][cH:107][cH:108][cH:109][cH:110]2)[c:111]2[cH:112][cH:113][cH:114][cH:115][cH:116]2)[cH:117][cH:118]1>>[C:1](#[N:2])[CH2:3][c:4]1[cH:5][c:6](-[c:14]2[n:15][n:16]([CH:24]([CH3:25])[CH3:26])[c:17]3[n:18][cH:19][n:20][c:21]([NH2:23])[c:22]23)[cH:7][cH:8][cH:9]1.